From a dataset of the Open Reaction Database (ORD), a public repository of structured organic reaction records. describe an organic reaction: reactants, conditions, products, and yield The reactants are N1N=C(C2=CC=CC=C12)C=1NC2=CC=C(C=C2C1)CO ([2-(1H-Indazol-3-yl)-1H-indol-5-yl]-methanol), ClC=1C(C(=C(C(C1Cl)=O)C#N)C#N)=O (2,3-dichloro-5,6-dicyano-1,4-benzoquinone). Run in O1CCCC1 (tetrahydrofuran). Run at time 5 hour. Product: N1N=C(C2=CC=CC=C12)C=1NC2=CC=C(C=C2C1)C=O (2-(1H-Indazol-3-yl)-1H-indole-5-carbaldehyde). As a reaction SMILES: [NH:1]1[C:9]2[C:4](=[CH:5][CH:6]=[CH:7][CH:8]=2)[C:3]([C:10]2[NH:11][C:12]3[C:17]([CH:18]=2)=[CH:16][C:15]([CH2:19][OH:20])=[CH:14][CH:13]=3)=[N:2]1.ClC1C(=O)C(C#N)=C(C#N)C(=O)C=1Cl>O1CCCC1>[NH:1]1[C:9]2[C:4](=[CH:5][CH:6]=[CH:7][CH:8]=2)[C:3]([C:10]2[NH:11][C:12]3[C:17]([CH:18]=2)=[CH:16][C:15]([CH:19]=[O:20])=[CH:14][CH:13]=3)=[N:2]1. Procedure: To a stirred solution of the alcohol (6-2, 29 mg, 0.11 mmol) in tetrahydrofuran (2 mL) was added at the ambient temperature 2,3-dichloro-5,6-dicyano-1,4-benzoquinone (75 mg, 0.33 mmol). After 5 h stirring, the reaction mixture was partitioned between ethyl acetate and water. The organic layer was washed with brine, separated, dried (MgSO4) and concentrated in vacuo. Chromatography (SiO2, 50% ethyl acetate in hexanes) afforded the desired product (6-3) as a light tan solid; 1H NMR (400 MHz, DMSO-... Starting materials: C(C)C1C(CC(C(C(OC(C2CCCCN2C(C(C2(C(CC(C(C(CC(CC(=C1)C)C)OC)O2)OC)C)O)=O)=O)=O)C(=CC2CC(C(CC2)OCC=CC2=CC=CC=C2)O)C)C)O)=O (17-ethyl-1,14-dihydroxy-12-[2'-(4"-cinnamyloxy-3"-hydroxycyclohexyl)-1'-methylvinyl]-23,25-dimethoxy-13,19,21,27-tetramethyl-11,28-dioxa-4-azatricyclo[22.3.1.04,9 ]octacos-18-ene-2,3,10,16-tetraone), [H][H] (hydrogen). Reagents/catalysts: [Rh] (rhodium on carbon). Run at time 1.5 hour. Yields the product C(C)C1C(CC(C(C(OC(C2CCCCN2C(C(C2(C(CC(C(C(CC(CC(=C1)C)C)OC)O2)OC)C)O)=O)=O)=O)C(=CC2CC(C(CC2)OCCCC2=CC=CC=C2)O)C)C)O)=O (17-Ethyl-1,14-dihydroxy-12-[2'-(3"-hydroxy-4"-phenpropyloxycyclohexyl)-1'-methylvinyl]-23,25-dimethoxy-13,19,21,27-tetramethyl-11,28-dioxa-4-azatricyclo[22.3.1.04,9 ]octacos-18-ene-2,3,10,16-tetraone). RXN SMILES: [CH2:1]([CH:3]1[CH:29]=[C:28]([CH3:30])[CH2:27][CH:26]([CH3:31])[CH2:25][CH:24]([O:32][CH3:33])[CH:23]2[O:34][C:19]([OH:38])([CH:20]([CH3:37])[CH2:21][CH:22]2[O:35][CH3:36])[C:18](=[O:39])[C:17](=[O:40])[N:16]2[CH:11]([CH2:12][CH2:13][CH2:14][CH2:15]2)[C:10](=[O:41])[O:9][CH:8]([C:42]([CH3:61])=[CH:43][CH:44]2[CH2:49][CH2:48][CH:47]([O:50][CH2:51][CH:52]=[CH:53][C:54]3[CH:59]=[CH:58][CH:57]=[CH:56][CH:55]=3)[CH:46]([OH:60])[CH2:45]2)[CH:7]([CH3:62])[CH:6]([OH:63])[CH2:5][C:4]1=[O:64])[CH3:2].[H][H]>[Rh]>[CH2:1]([CH:3]1[CH:29]=[C:28]([CH3:30])[CH2:27][CH:26]([CH3:31])[CH2:25][CH:24]([O:32][CH3:33])[CH:23]2[O:34][C:19]([OH:38])([CH:20]([CH3:37])[CH2:21][CH:22]2[O:35][CH3:36])[C:18](=[O:39])[C:17](=[O:40])[N:16]2[CH:11]([CH2:12][CH2:13][CH2:14][CH2:15]2)[C:10](=[O:41])[O:9][CH:8]([C:42]([CH3:61])=[CH:43][CH:44]2[CH2:49][CH2:48][CH:47]([O:50][CH2:51][CH2:52][CH2:53][C:54]3[CH:55]=[CH:56][CH:57]=[CH:58][CH:59]=3)[CH:46]([OH:60])[CH2:45]2)[CH:7]([CH3:62])[CH:6]([OH:63])[CH2:5][C:4]1=[O:64])[CH3:2]. Reported procedure: To a solution of 17-ethyl-1,14-dihydroxy-12-[2'-(4"-cinnamyloxy-3"-hydroxycyclohexyl)-1'-methylvinyl]-23,25-dimethoxy-13,19,21,27-tetramethyl-11,28-dioxa-4-azatricyclo[22.3.1.04,9 ]octacos-18-ene-2,3,10,16-tetraone (37 mg in 2 ml ethanol) is added 4 mg of 5% rhodium on carbon catalyst. The reaction flask is fitted with a hydrogen balloon, evacuated and recharged with hydrogen (3 times) and stirred at room temperature. After 1.5 hours, the mixture is filtered over diatomaceous earth, concentrated... The reactants are [BH4-], CO, Cl, O=C(CCl)c1ccc(-c2ccc([N+](=O)[O-])cc2)o1, [Na+], O. Yields the product O=[N+]([O-])c1ccc(-c2ccc(C(O)CCl)o2)cc1. As a reaction SMILES: [BH4-:1].[CH3:23][OH:24].[ClH:22].[N+:3](=[O:4])([O-:5])[c:6]1[cH:7][cH:8][c:9](-[c:12]2[cH:13][cH:14][c:15]([C:17](=[O:18])[CH2:19][Cl:20])[o:16]2)[cH:10][cH:11]1.[Na+:2].[OH2:21]>>[N+:3](=[O:4])([O-:5])[c:6]1[cH:7][cH:8][c:9](-[c:12]2[cH:13][cH:14][c:15]([CH:17]([OH:18])[CH2:19][Cl:20])[o:16]2)[cH:10][cH:11]1. The reactants are F[B-](F)(F)F, CCN(C(C)C)C(C)C, C1CCOC1, CCOC(C)=O, CCOC(=O)CN1CCC(N2CCNCC2)CC1, Nc1c(Cl)cc(CC(OC(=O)N2CCC(N3CCc4ccccc4NC3=O)CC2)C(=O)O)cc1C(F)(F)F, CN(C)C(On1nnc2ccccc21)=[N+](C)C. The product is CCOC(=O)CN1CCC(N2CCN(C(=O)C(Cc3cc(Cl)c(N)c(C(F)(F)F)c3)OC(=O)N3CCC(N4CCc5ccccc5NC4=O)CC3)CC2)CC1. RXN SMILES: [B-:1]([F:2])([F:3])([F:4])[F:5].[CH2:23]([N:24]([CH:25]([CH3:26])[CH3:27])[CH:28]([CH3:29])[CH3:30])[CH3:31].[CH2:88]1[O:89][CH2:90][CH2:91][CH2:92]1.[CH3:93][CH2:94][O:95][C:96]([CH3:97])=[O:98].[N:70]1([CH:76]2[CH2:77][CH2:78][N:79]([CH2:82][C:83](=[O:84])[O:85][CH2:86][CH3:87])[CH2:80][CH2:81]2)[CH2:71][CH2:72][NH:73][CH2:74][CH2:75]1.[O:32]=[C:33]1[NH:34][c:35]2[c:36]([cH:66][cH:67][cH:68][cH:69]2)[CH2:37][CH2:38][N:39]1[CH:40]1[CH2:41][CH2:42][N:43]([C:46](=[O:47])[O:48][CH:49]([CH2:50][c:51]2[cH:52][c:53]([Cl:62])[c:54]([NH2:61])[c:55]([C:57]([F:58])([F:59])[F:60])[cH:56]2)[C:63](=[O:64])[OH:65])[CH2:44][CH2:45]1.[n:6]1([O:7][C:8]([N:9]([CH3:10])[CH3:11])=[N+:12]([CH3:13])[CH3:14])[c:15]2[cH:16][cH:17][cH:18][cH:19][c:20]2[n:21][n:22]1>>[O:32]=[C:33]1[NH:34][c:35]2[c:36]([cH:66][cH:67][cH:68][cH:69]2)[CH2:37][CH2:38][N:39]1[CH:40]1[CH2:41][CH2:42][N:43]([C:46](=[O:47])[O:48][CH:49]([CH2:50][c:51]2[cH:52][c:53]([Cl:62])[c:54]([NH2:61])[c:55]([C:57]([F:58])([F:59])[F:60])[cH:56]2)[C:63](=[O:65])[N:73]2[CH2:72][CH2:71][N:70]([CH:76]3[CH2:77][CH2:78][N:79]([CH2:82][C:83](=[O:84])[O:85][CH2:86][CH3:87])[CH2:80][CH2:81]3)[CH2:75][CH2:74]2)[CH2:44][CH2:45]1.